This data is from the Open Reaction Database (ORD), a public repository of structured organic reaction records. The task is: describe an organic reaction: reactants, conditions, products, and yield Starting materials: compound ( 6 ), ClC1=CC(=CC=C1)C(=O)OO (m-Chloroperbenzoic acid), C(C(C)C)(=O)OC(C)OC(=O)OC1C(=O)NC(C1)=O ([(1-Isobutanoyloxyethoxy)carbonyloxy]Succinimide), ON1C(CCC1=O)=O (N-hydroxysuccinimide). Solvent: C(Cl)Cl (CH2Cl2), CCOCC (ether). Run at time 16 hour. Product: C(C(C)C)(=O)OC(C)OC(=O)OC1C(=O)NC(C1)=O ([(1-Isobutanoyloxyethoxy)carbonyloxy]Succinimide), ClC=1C=C(C(=O)O)C=CC1 (m-chlorobenzoic acid). As a reaction SMILES: [C:1]([O:6][CH:7]([O:9][C:10]([O:12][CH:13]1[CH2:18][C:17](=[O:19])[NH:16][C:14]1=[O:15])=[O:11])[CH3:8])(=[O:5])[CH:2]([CH3:4])[CH3:3].ON1C(=O)CCC1=O.[Cl:28][C:29]1[CH:34]=[CH:33][CH:32]=[C:31]([C:35]([O:37]O)=[O:36])[CH:30]=1>C(Cl)Cl.CCOCC>[C:1]([O:6][CH:7]([O:9][C:10]([O:12][CH:13]1[CH2:18][C:17](=[O:19])[NH:16][C:14]1=[O:15])=[O:11])[CH3:8])(=[O:5])[CH:2]([CH3:4])[CH3:3].[Cl:28][C:29]1[CH:30]=[C:31]([CH:32]=[CH:33][CH:34]=1)[C:35]([OH:37])=[O:36]. Reported procedure: In an alternative synthesis of (10), N-hydroxysuccinimide (558 mg, 4.8 mmol) was added to a solution of compound (6) (500 mg, 2.4 mmol) in CH2Cl2 (10 mL) and the reaction mixture cooled to 0° C. m-Chloroperbenzoic acid (1.62 g, 7.2 mmol, commercial grade: 77% in water) was added over a period of 10 min and the mixture allowed to stir at room temperature for 16 h. The reaction mixture was diluted with ether (50 mL) and washed with water (2×10 mL), saturated sodium bicarbonate solution (10 mL) and... Reactants: CN(C)CN(C)C (bis-(dimethylamino)-methane), COC1=C2CCCC(C2=CC=C1)=O (5-methoxy-1-tetralone), C(C)(=O)Cl (acetic acid chloride). Solvent: C(C)#N (acetonitrile), C(C)#N (acetonitrile). Conditions: time 3 hour. The product is Cl.CN(C)CC1C(C2=CC=CC(=C2CC1)OC)=O (2-Dimethylaminomethyl-5-methoxy-3,4-dihydro-2H-naphthalen-1-one hydrochloride). Reaction SMILES: [CH3:1][N:2]([CH2:4]N(C)C)[CH3:3].[CH3:8][O:9][C:10]1[CH:19]=[CH:18][CH:17]=[C:16]2[C:11]=1[CH2:12][CH2:13][CH2:14][C:15]2=[O:20].C([Cl:24])(=O)C>C(#N)C>[ClH:24].[CH3:1][N:2]([CH2:4][CH:14]1[CH2:13][CH2:12][C:11]2[C:16](=[CH:17][CH:18]=[CH:19][C:10]=2[O:9][CH3:8])[C:15]1=[O:20])[CH3:3] |f:4.5|. Procedure: 3.9 ml of bis-(dimethylamino)-methane were added to a solution of 5 g of 5-methoxy-1-tetralone in 12 ml of acetonitrile; 2.0 ml of acetic acid chloride were added dropwise at from 0 to 10° C., a further 10 ml of acetonitrile were added, and stirring was carried out for 3 hours at 50° C. and then for 18 hours at room temperature. The resulting solid was filtered off with suction, washed twice with diethyl ether and dried in vacuo (yield 6.4 g). Reactants: NCCCCOC1=C(C=C(C=C1)[N+](=O)[O-])C1C(=C(NC(=C1C(=O)OC)C)C)C(=O)OC (dimethyl 4-[2-(4-aminobutoxy)-5-nitrophenyl]-2,6-dimethyl-1,4-dihydropyridine-3,5-dicarboxylate), C(C)(=O)OC(C)=O (acetic anhydride). Solvent: C(Cl)Cl (methylene chloride). Run at time 30 minute. The product is C(C)(=O)NCCCCOC1=C(C=C(C=C1)[N+](=O)[O-])C1C(=C(NC(=C1C(=O)OC)C)C)C(=O)OC (dimethyl 4-[2-[4-(acetylamino)butoxy]-5-nitrophenyl]-2,6-dimethyl-1,4-dihydropyridine-3,5-dicarboxylate). RXN SMILES: [NH2:1][CH2:2][CH2:3][CH2:4][CH2:5][O:6][C:7]1[CH:12]=[CH:11][C:10]([N+:13]([O-:15])=[O:14])=[CH:9][C:8]=1[CH:16]1[C:21]([C:22]([O:24][CH3:25])=[O:23])=[C:20]([CH3:26])[NH:19][C:18]([CH3:27])=[C:17]1[C:28]([O:30][CH3:31])=[O:29].[C:32](OC(=O)C)(=[O:34])[CH3:33]>C(Cl)Cl>[C:32]([NH:1][CH2:2][CH2:3][CH2:4][CH2:5][O:6][C:7]1[CH:12]=[CH:11][C:10]([N+:13]([O-:15])=[O:14])=[CH:9][C:8]=1[CH:16]1[C:21]([C:22]([O:24][CH3:25])=[O:23])=[C:20]([CH3:26])[NH:19][C:18]([CH3:27])=[C:17]1[C:28]([O:30][CH3:31])=[O:29])(=[O:34])[CH3:33]. Procedure: In 2 ml of methylene chloride was dissolved 0.31 g of dimethyl 4-[2-(4-aminobutoxy)-5-nitrophenyl]-2,6-dimethyl-1,4-dihydropyridine-3,5-dicarboxylate. After 2 ml of acetic anhydride was added to the solution under ice cooling, the mixture was stirred for 30 minutes at room temperature. The reaction solution was concentrated under reduced pressure and ether was added to the residue to solidify. The solid was recrystallized from chloroform-n-hexane to give 0.26 g of dimethyl 4-[2-[4-(acetylamino)b... Starting materials: O=C([O-])O, CCOC(C)=O, N#C[Cu], O=N[O-], Cc1cc(=O)c2c(N)ccc(C)c2o1, [Na+], [Na+], N#C[Na], O, O=S(=O)(O)O. Product: Cc1cc(=O)c2c(C#N)ccc(C)c2o1. As a reaction SMILES: [C:19](=[O:20])([OH:21])[O-:22].[CH3:36][CH2:37][O:38][C:39](=[O:40])[CH3:41].[Cu:24][C:25]#[N:26].[N:15]([O-:16])=[O:17].[NH2:1][c:2]1[c:3]2[c:4](=[O:14])[cH:5][c:6]([CH3:13])[o:7][c:8]2[c:9]([CH3:12])[cH:10][cH:11]1.[Na+:18].[Na+:23].[Na:27][C:28]#[N:29].[OH2:35].[S:30](=[O:31])(=[O:32])([OH:33])[OH:34]>>[c:2]1([C:25]#[N:26])[c:3]2[c:4](=[O:14])[cH:5][c:6]([CH3:13])[o:7][c:8]2[c:9]([CH3:12])[cH:10][cH:11]1.